From a dataset of the Open Reaction Database (ORD), a public repository of structured organic reaction records. describe an organic reaction: reactants, conditions, products, and yield Starting materials: acyl chloride, N1=C(C=CC=C1C)C (2,6-lutidine), NC=1C(=CC2=CN(N=C2C1C(=O)O)CC1=CC=C(C=C1)OC)C (6-amino-2-(4-methoxy-benzyl)-5-methyl-2H-indazole-7-carboxylic acid), ClC=1C(=NC=CC1)N1N=C(C=C1C(=O)O)OC (2-(3-chloro-pyridin-2-yl)-5-methoxy-2H-pyrazole-3-carboxylic acid), C(C(=O)Cl)(=O)Cl (oxalyl chloride), CS(=O)(=O)Cl (methanesulfonyl chloride). The solvent is C(C)#N (acetonitrile). Conditions: time 45 minute. The product is ClC=1C(=NC=CC1)N1N=C(C=C1C1=NC=2C(=CC=3C(C2C(O1)=O)=NN(C3)CC3=CC=C(C=C3)OC)C)OC (7-[2-(3-chloro-pyridin-2-yl)-5-methoxy-2H-pyrazol-3-yl]-2-(4-methoxy-benzyl)-5-methyl-2H-8-oxa-1,2,6-triaza-cyclopenta[a]naphthalen-9-one). As a reaction SMILES: [NH2:1][C:2]1[C:3]([CH3:23])=[CH:4][C:5]2[C:9]([C:10]=1[C:11]([OH:13])=[O:12])=[N:8][N:7]([CH2:14][C:15]1[CH:20]=[CH:19][C:18]([O:21][CH3:22])=[CH:17][CH:16]=1)[CH:6]=2.[Cl:24][C:25]1[C:26]([N:31]2[C:35]([C:36](O)=O)=[CH:34][C:33]([O:39][CH3:40])=[N:32]2)=[N:27][CH:28]=[CH:29][CH:30]=1.C(Cl)(=O)C(Cl)=O.N1C(C)=CC=CC=1C.CS(Cl)(=O)=O>C(#N)C>[Cl:24][C:25]1[C:26]([N:31]2[C:35]([C:36]3[O:12][C:11](=[O:13])[C:10]4[C:9]5=[N:8][N:7]([CH2:14][C:15]6[CH:20]=[CH:19][C:18]([O:21][CH3:22])=[CH:17][CH:16]=6)[CH:6]=[C:5]5[CH:4]=[C:3]([CH3:23])[C:2]=4[N:1]=3)=[CH:34][C:33]([O:39][CH3:40])=[N:32]2)=[N:27][CH:28]=[CH:29][CH:30]=1. Reported procedure: A suspension of 6-amino-2-(4-methoxy-benzyl)-5-methyl-2H-indazole-7-carboxylic acid (0.288 g, 0.925 mmol) in acetonitrile (4 ml) was stirred at 20° C. for 10 minutes before the acyl chloride prepared from 2-(3-chloro-pyridin-2-yl)-5-methoxy-2H-pyrazole-3-carboxylic acid and oxalyl chloride (0.265 g, 0.971 mmol) was added. After 45 minutes stirring, 2,6-lutidine (0.215 ml) was added, followed 10 minutes later by methanesulfonyl chloride (0.072 ml, 0.925 mmol). After 18 hours of reaction, the mixt... Reaction SMILES: [CH3:30][OH:31].[Cl:1][c:2]1[cH:3][c:4]2[cH:5][cH:6][c:7]([O:12][c:13]3[cH:14][cH:15][c:16]([O:17][CH:18]([C:19](=[O:20])[O:21][CH2:22][CH3:23])[CH3:24])[cH:25][cH:26]3)[n:8][c:9]2[cH:10][cH:11]1.[ClH:29].[K+:28].[OH-:27]>>[Cl:1][c:2]1[cH:3][c:4]2[cH:5][cH:6][c:7]([O:12][c:13]3[cH:14][cH:15][c:16]([O:17][CH:18]([C:19](=[O:20])[OH:21])[CH3:24])[cH:25][cH:26]3)[n:8][c:9]2[cH:10][cH:11]1. Reactants: CO, CCOC(=O)C(C)Oc1ccc(Oc2ccc3cc(Cl)ccc3n2)cc1, Cl, [K+], [OH-]. The product is CC(Oc1ccc(Oc2ccc3cc(Cl)ccc3n2)cc1)C(=O)O.